This data is from the Open Reaction Database (ORD), a public repository of structured organic reaction records. The task is: describe an organic reaction: reactants, conditions, products, and yield The reactants are CC=1NC(=CC1C)C(CCC1=CC=CC=C1)=O (2,3-dimethyl-5-(3-phenylpropionyl)pyrrole), BrCC1C(C1)C (1-bromomethyl-2-methylcyclopropane). Yields the product CC=1N(C(=CC1C)C(CCC1=CC=CC=C1)=O)CC1C(C1)C (2,3-Dimethyl-1-(2-methylcyclopropylmethyl)-5-(3-phenylpropionyl)pyrrole). Isolated yield 99.1%. As a reaction SMILES: [CH3:1][C:2]1[NH:3][C:4]([C:8](=[O:17])[CH2:9][CH2:10][C:11]2[CH:16]=[CH:15][CH:14]=[CH:13][CH:12]=2)=[CH:5][C:6]=1[CH3:7].Br[CH2:19][CH:20]1[CH2:22][CH:21]1[CH3:23]>>[CH3:1][C:2]1[N:3]([CH2:19][CH:20]2[CH2:22][CH:21]2[CH3:23])[C:4]([C:8](=[O:17])[CH2:9][CH2:10][C:11]2[CH:16]=[CH:15][CH:14]=[CH:13][CH:12]=2)=[CH:5][C:6]=1[CH3:7]. Procedure: The title compound was prepared as a yellow oil in 99.1% yield in a similar procedure to that described in Referential Example 97 by using 2,3-dimethyl-5-(3-phenylpropionyl)pyrrole and 1-bromomethyl-2-methylcyclopropane. The reactants are CCOC(=O)c1ccc(Br)c(OC)c1Br, O=C([O-])[O-], CCS, CN(C)C=O, [K+], [K+], O. Yields the product CCOC(=O)c1ccc(SCC)c(OC)c1Br. Reaction SMILES: [Br:4][c:5]1[c:6]([C:7](=[O:8])[O:9][CH2:10][CH3:11])[cH:12][cH:13][c:14]([Br:18])[c:15]1[O:16][CH3:17].[C:19](=[O:20])([O-:21])[O-:22].[CH2:1]([CH3:2])[SH:3].[CH3:26][N:27]([CH3:28])[CH:29]=[O:30].[K+:23].[K+:24].[OH2:25]>>[CH2:1]([CH3:2])[S:3][c:14]1[cH:13][cH:12][c:6]([C:7](=[O:8])[O:9][CH2:10][CH3:11])[c:5]([Br:4])[c:15]1[O:16][CH3:17]. Reactants: ClC1=NC=2N3C(C(N(C2C=N1)C(C(=O)OC)(C)C)=O)(COCC3)C (methyl 2-(2-chloro-6a-methyl-6-oxo-6a,7,9,10-tetrahydro-[1,4]oxazino[3,4-h]pteridin-5(6H)-yl)-2-methylpropanoate), [OH-].[Na+] (NaOH). Solvent: CO (MeOH), C1CCOC1 (THF), C1CCOC1 (THF), CO (MeOH). Reaction conditions: time 2 day. Product: ClC1=NC=2N3C(C(N(C2C=N1)C(C(=O)O)(C)C)=O)(COCC3)C (2-(2-chloro-6a-methyl-6-oxo-6a,7,9,10-tetrahydro-[1,4]oxazino[3,4-h]pteridin-5(6H)-yl)-2-methylpropanoic acid). As a reaction SMILES: [Cl:1][C:2]1[N:11]=[CH:10][C:9]2[N:8]([C:12]([CH3:18])([CH3:17])[C:13]([O:15]C)=[O:14])[C:7](=[O:19])[C:6]3([CH3:24])[CH2:20][O:21][CH2:22][CH2:23][N:5]3[C:4]=2[N:3]=1.[OH-].[Na+]>C1COCC1.CO>[Cl:1][C:2]1[N:11]=[CH:10][C:9]2[N:8]([C:12]([CH3:18])([CH3:17])[C:13]([OH:15])=[O:14])[C:7](=[O:19])[C:6]3([CH3:24])[CH2:20][O:21][CH2:22][CH2:23][N:5]3[C:4]=2[N:3]=1 |f:1.2|. Procedure: To a suspension of methyl 2-(2-chloro-6a-methyl-6-oxo-6a,7,9,10-tetrahydro-[1,4]oxazino[3,4-h]pteridin-5(6H)-yl)-2-methylpropanoate (82.6 mg, 0.233 mmol) in THF (6 ml) and MeOH (3 ml) was added 1 N NaOH aqueous solution (0.698 ml, 0.698 mmol), and the mixture was stirred for 2 days. After further addition of THF (20 ml) and MeOH (10 ml), the mixture was stirred for 16 hours and concentrated in vacuo to give a crude 2-(2-chloro-6a-methyl-6-oxo-6a,7,9,10-tetrahydro-[1,4]oxazino[3,4-h]pteridin-5(6H... The reactants are C(C)OC(C(CC1=CC(=C(C=C1)O)C)OCC)=O ([rac]-2-ethoxy-3-(4-hydroxy-3-methyl-phenyl)-propionic acid ethyl ester), C([O-])([O-])=O.[Cs+].[Cs+] (cesium carbonate), ClCC=1N=C(SC1)C1=CC=C(C=C1)C(F)(F)F (4-chloromethyl-2-(4-trifluoromethyl-phenyl)-thiazole), FC(C1=CC=C(C(=S)N)C=C1)(F)F (4-trifluoromethyl-thiobenzamide), ClCC(=O)CCl (1,3-dichloroacetone). Run in C(C)#N (acetonitrile). Yields the product C(C)OC(C(CC1=CC(=C(C=C1)OCC=1N=C(SC1)C1=CC=C(C=C1)C(F)(F)F)C)OCC)=O ([rac]-2-ethoxy-3-{3-methyl-4-[2-(4-trifluoromethyl-phenyl)-thiazol-4-ylmethoxy]-phenyl}-propionic acid ethyl ester). As a reaction SMILES: [CH2:1]([O:3][C:4](=[O:18])[CH:5]([O:15][CH2:16][CH3:17])[CH2:6][C:7]1[CH:12]=[CH:11][C:10]([OH:13])=[C:9]([CH3:14])[CH:8]=1)[CH3:2].Cl[CH2:20][C:21]1[N:22]=[C:23]([C:26]2[CH:31]=[CH:30][C:29]([C:32]([F:35])([F:34])[F:33])=[CH:28][CH:27]=2)[S:24][CH:25]=1.FC(F)(F)C1C=CC(C(N)=S)=CC=1.ClCC(CCl)=O.C(=O)([O-])[O-].[Cs+].[Cs+]>C(#N)C>[CH2:1]([O:3][C:4](=[O:18])[CH:5]([O:15][CH2:16][CH3:17])[CH2:6][C:7]1[CH:12]=[CH:11][C:10]([O:13][CH2:20][C:21]2[N:22]=[C:23]([C:26]3[CH:27]=[CH:28][C:29]([C:32]([F:35])([F:33])[F:34])=[CH:30][CH:31]=3)[S:24][CH:25]=2)=[C:9]([CH3:14])[CH:8]=1)[CH3:2] |f:4.5.6|. Procedure details: In analogy to the procedure described in example 4 d], [rac]-2-ethoxy-3-(4-hydroxy-3-methyl-phenyl)-propionic acid ethyl ester (example 4 c]) was reacted with 4-chloromethyl-2-(4-trifluoromethyl-phenyl)-thiazole (prepared from 4-trifluoromethyl-thiobenzamide and 1,3-dichloroacetone in analogy to the procedure described in example 4 a]) in acetonitrile in the presence of cesium carbonate to yield [rac]-2-ethoxy-3-{3-methyl-4-[2-(4-trifluoromethyl-phenyl)-thiazol-4-ylmethoxy]-phenyl}-propionic aci... Starting materials: C1(CCC1)C(=O)N(C(=O)C1CCC1)C1=NC=CC(=C1)OC1=CC=C(C=C1)[N+](=O)[O-] (N1-Cyclobutanecarbonyl-N1-[4-(4-nitrophenoxy)-2-pyridyl]-1-cyclobutanecarboxamide), [Cl-].[NH4+] (ammonium chloride), CN(C=O)C (dimethylformamide), C(C)O (ethanol). Reagents/catalysts: [Fe] (iron). The solvent is O (water). Product: NC1=CC=C(OC2=CC(=NC=C2)NC(=O)C2CCC2)C=C1 (4-(4-Aminophenoxy)-2-cyclobutanecarbonylaminopyridine). Yield: 25.2%. RXN SMILES: [CH:1]1([C:5]([N:7]([C:14]2[CH:19]=[C:18]([O:20][C:21]3[CH:26]=[CH:25][C:24]([N+:27]([O-])=O)=[CH:23][CH:22]=3)[CH:17]=[CH:16][N:15]=2)C(C2CCC2)=O)=[O:6])[CH2:4][CH2:3][CH2:2]1.[Cl-].[NH4+].CN(C)C=O.C(O)C>[Fe].O>[NH2:27][C:24]1[CH:25]=[CH:26][C:21]([O:20][C:18]2[CH:17]=[CH:16][N:15]=[C:14]([NH:7][C:5]([CH:1]3[CH2:4][CH2:3][CH2:2]3)=[O:6])[CH:19]=2)=[CH:22][CH:23]=1 |f:1.2|. Procedure details: N1-Cyclobutanecarbonyl-N1-[4-(4-nitrophenoxy)-2-pyridyl]-1-cyclobutanecarboxamide (720 mg), iron powder (1.4 g), ammonium chloride (2.4 g), dimethylformamide (52 ml), ethanol (2 ml) and water (1 ml) were stirred at 100° C. for 15 minutes. The mixture was filtered with celite, and then water and ethyl acetate were added for extraction. The organic layer was washed 5 times with ammonium chloride water and then dried over magnesium sulfate. The drying agent was filtered off, the solvent was distill...